describe an organic reaction: reactants, conditions, products, and yield From a dataset of the Open Reaction Database (ORD), a public repository of structured organic reaction records. Yields the product CCC(NC(=O)OC(C)(C)C)C(=O)N1c2ccccc2CC1C(=O)NCCCO. Reaction SMILES: [C:1]([CH3:2])([CH3:3])([CH3:4])[O:5][C:6](=[O:7])[NH:8][CH:9]([C:10](=[O:11])[N:12]1[CH:13]([C:21](=[O:22])[O:23][CH3:24])[CH2:14][c:15]2[cH:16][cH:17][cH:18][cH:19][c:20]21)[CH2:25][CH3:26].[CH3:32][OH:33].[OH:27][CH2:28][CH2:29][CH2:30][NH2:31]>>[C:1]([CH3:2])([CH3:3])([CH3:4])[O:5][C:6](=[O:7])[NH:8][CH:9]([C:10](=[O:11])[N:12]1[CH:13]([C:21](=[O:22])[NH:31][CH2:30][CH2:29][CH2:28][OH:27])[CH2:14][c:15]2[cH:16][cH:17][cH:18][cH:19][c:20]21)[CH2:25][CH3:26]. Starting materials: CCC(NC(=O)OC(C)(C)C)C(=O)N1c2ccccc2CC1C(=O)OC, CO, NCCCO. The reactants are BrC(Br)(Br)Br, CCc1cn(C2CC(O)C(CCCO)O2)c(=O)[nH]c1=O, CN(C)C=O, [N-]=[N+]=[N-], [Na+], c1ccc(P(c2ccccc2)c2ccccc2)cc1. Yields the product CCc1cn(C2CC(O)C(CCCN=[N+]=[N-])O2)c(=O)[nH]c1=O. Reaction SMILES: [C:44]([Br:45])([Br:46])([Br:47])[Br:48].[CH2:1]([CH3:2])[c:3]1[c:4](=[O:20])[nH:5][c:6](=[O:19])[n:7]([CH:8]2[CH2:9][CH:10]([OH:11])[CH:12]([CH2:13][CH2:14][CH2:15][OH:16])[O:17]2)[cH:18]1.[CH3:49][N:50]([CH3:51])[CH:52]=[O:53].[N-:41]=[N+:42]=[N-:43].[Na+:40].[c:21]1([P:22]([c:23]2[cH:24][cH:25][cH:26][cH:27][cH:28]2)[c:29]2[cH:30][cH:31][cH:32][cH:33][cH:34]2)[cH:35][cH:36][cH:37][cH:38][cH:39]1>>[CH2:1]([CH3:2])[c:3]1[c:4](=[O:20])[nH:5][c:6](=[O:19])[n:7]([CH:8]2[CH2:9][CH:10]([OH:11])[CH:12]([CH2:13][CH2:14][CH2:15][N:41]=[N+:42]=[N-:43])[O:17]2)[cH:18]1. Conditions: time 1 hour. Run in O=O (oxygen). Procedure details: A mixture of 2 parts cuprous chloride, 12 parts methanol, and 4 parts N,N,N',N'-tetramethylethylenediamine was prepared. To this mixture was added 5,7,11-dodecatriyn-1-ol, produced in Example 22, dissolved in 12 parts methanol over a period of 15 minutes while oxygen was moderately bubbled through the reaction contents. After 1 hour, oxygen flow was stopped and the methanol was distilled leaving a semi-viscous residue. To this was added 100 parts of 3 N hydrochloric acid while stirring, causing ... RXN SMILES: CN(C)[CH2:3][CH2:4]N(C)C.[CH2:9]([OH:21])[CH2:10][CH2:11][CH2:12][C:13]#[C:14][C:15]#[C:16][CH2:17][CH2:18][C:19]#[CH:20].Cl.[CH3:23][OH:24]>O=O>[CH2:23]([OH:24])[CH2:17][CH2:16][CH2:15][C:14]#[C:13][C:12]#[C:11][CH2:10][CH2:9][C:3]#[C:4][C:20]#[C:19][CH2:18][CH2:17][C:16]#[C:15][C:14]#[C:13][CH2:12][CH2:11][CH2:10][CH2:9][OH:21]. Product: C(CCCC#CC#CCCC#CC#CCCC#CC#CCCCCO)O (5,7,11,13,17,19-tetracosahexayn-1,24-diol). The reactants are Cl (hydrochloric acid), CO (methanol), cuprous chloride, CN(CCN(C)C)C (N,N,N',N'-tetramethylethylenediamine), CO (methanol), C(CCCC#CC#CCCC#C)O (5,7,11-dodecatriyn-1-ol). Reactants: CC(C)(C)OC(=O)N1CCc2nn(-c3ccccc3)c(-c3cccs3)c2CC1, CC(C)(C)OC(=O)N1CCc2nn(-c3ccccc3)c(OS(=O)(=O)C(F)(F)F)c2CC1, O=C([O-])[O-], [Na+], [Na+], CN(C)C=O, O, OB(O)c1cccs1. Product: c1ccc(-n2nc3c(c2-c2cccs2)CCNCC3)cc1. Reaction SMILES: [C:1]([O:2][C:3](=[O:4])[N:8]1[CH2:9][CH2:10][c:11]2[c:12](-[c:24]3[s:25][cH:26][cH:27][cH:28]3)[n:13](-[c:18]3[cH:19][cH:20][cH:21][cH:22][cH:23]3)[n:14][c:15]2[CH2:16][CH2:17]1)([CH3:5])([CH3:6])[CH3:7].[C:29]([O:30][C:31]([N:32]1[CH2:33][CH2:34][c:35]2[c:36]([c:37]([O:38][S:39]([C:40]([F:41])([F:42])[F:43])(=[O:44])=[O:45])[n:46](-[c:47]3[cH:48][cH:49][cH:50][cH:51][cH:52]3)[n:53]2)[CH2:54][CH2:55]1)=[O:56])([CH3:57])([CH3:58])[CH3:59].[C:60](=[O:61])([O-:62])[O-:63].[Na+:64].[Na+:65].[O:74]=[CH:75][N:76]([CH3:77])[CH3:78].[OH2:79].[s:66]1[cH:67][cH:68][cH:69][c:70]1[B:71]([OH:72])[OH:73]>>[NH:8]1[CH2:9][CH2:10][c:11]2[c:12](-[c:24]3[s:25][cH:26][cH:27][cH:28]3)[n:13](-[c:18]3[cH:19][cH:20][cH:21][cH:22][cH:23]3)[n:14][c:15]2[CH2:16][CH2:17]1. Starting materials: C1(CC1)C(=O)C=1C=NC2=CC=C(N=C2C1Cl)Cl (cyclopropyl(4,6-dichloro-1,5-naphthyridin-3-yl) methanone), CN([C@@H]1CC[C@H](CC1)N)C (trans-N1,N1-dimethylcyclohexane-1,4-diamine). Yields the product ClC=1N=C2C(=C(C=NC2=CC1)C(=O)C1CC1)N[C@@H]1CC[C@H](CC1)N(C)C ({6-Chloro-4-[trans-4-(dimethylamino)cyclohexylamino]-1,5-naphthyridin-3-yl}(cyclopropyl)methanone). Isolated yield 44.2%. RXN SMILES: [CH:1]1([C:4]([C:6]2[CH:7]=[N:8][C:9]3[C:14]([C:15]=2Cl)=[N:13][C:12]([Cl:17])=[CH:11][CH:10]=3)=[O:5])[CH2:3][CH2:2]1.[CH3:18][N:19]([CH3:27])[C@H:20]1[CH2:25][CH2:24][C@H:23]([NH2:26])[CH2:22][CH2:21]1>>[Cl:17][C:12]1[N:13]=[C:14]2[C:9](=[CH:10][CH:11]=1)[N:8]=[CH:7][C:6]([C:4]([CH:1]1[CH2:3][CH2:2]1)=[O:5])=[C:15]2[NH:26][C@H:23]1[CH2:24][CH2:25][C@H:20]([N:19]([CH3:27])[CH3:18])[CH2:21][CH2:22]1. Procedure: Following general procedure I, cyclopropyl(4,6-dichloro-1,5-naphthyridin-3-yl) methanone (243 mg, 0.91 mmol) was reacted with trans-N1,N1-dimethylcyclohexane-1,4-diamine (168 mg, 1.2 mmol) to afford the desired product (150 mg, 44%) as a light yellow solid. 1H NMR (500 MHz, Chloroform-d) δ 10.83 (br s, 1H), 9.20 (s, 1H), 8.09 (d, J=8.7 Hz, 1H), 7.52 (d, J=8.8 Hz, 1H), 4.98 (br s, 1H), 2.71-2.63 (m, 1H), 2.33 (s, 6H), 2.34-2.29 (m, 2H), 2.28-2.19 (m, 1H), 2.06-1.97 (m, 2H), 1.54-1.33 (m, 4H), 1.3... Reactants: [H-].[Na+] (sodium hydride), BrC=1C=C(C=CC1)F (3-bromofluorobenzene), N1C=NC=C1 (imidazole). Solvent: C(C)(=O)OCC (ethyl acetate), CS(=O)C (dimethyl sulfoxide). Conditions: time 1 hour. The product is BrC=1C=C(C=CC1)N1C=NC=C1 (1-(3-bromophenyl)-1H-imidazole). Reaction SMILES: [H-].[Na+].[Br:3][C:4]1[CH:5]=[C:6](F)[CH:7]=[CH:8][CH:9]=1.[NH:11]1[CH:15]=[CH:14][N:13]=[CH:12]1>CS(C)=O.C(OCC)(=O)C>[Br:3][C:4]1[CH:5]=[C:6]([N:11]2[CH:15]=[CH:14][N:13]=[CH:12]2)[CH:7]=[CH:8][CH:9]=1 |f:0.1|. Procedure: In an amount of 400 mg of imidazole was dissolved in 7.5 ml of dimethyl sulfoxide under argon atmosphere, added with 255 mg of 60% sodium hydride, and stirred at room temperature. After 1 hour, the reaction mixture was added with 0.8 ml of 3-bromofluorobenzene, and stirred at 140° C. for 21 hours. The reaction mixture was diluted with 50 ml of ethyl acetate, and washed with 20 ml of saturated brine. The organic layer was dried over anhydrous sodium sulfate, and then filtered. The filtrate was co... The reactants are CCO, Cl, CC(=O)Nc1cc(F)c(F)cc1[N+](=O)[O-], O. Yields the product Nc1cc(F)c(F)cc1[N+](=O)[O-]. RXN SMILES: [CH3:18][CH2:19][OH:20].[ClH:17].[F:1][c:2]1[cH:3][c:4]([N+:13](=[O:14])[O-:15])[c:5]([NH:9][C:10](=[O:11])[CH3:12])[cH:6][c:7]1[F:8].[OH2:16]>>[F:1][c:2]1[cH:3][c:4]([N+:13](=[O:14])[O-:15])[c:5]([NH2:9])[cH:6][c:7]1[F:8]. The reactants are FC(S(=O)(=O)OC=1C=C2C=CC=C(C2=CC1)C(=O)OC)(F)F (methyl 6-(((trifluoromethyl)sulfonyl)oxy)-1-naphthoate), Fe(acac)3, C(CCCCC)[Mg]Br (n-hexylmagnesium bromide), solution. Reaction SMILES: FC(F)(F)S(O[C:7]1[CH:8]=[C:9]2[C:14](=[CH:15][CH:16]=1)[C:13]([C:17]([O:19][CH3:20])=[O:18])=[CH:12][CH:11]=[CH:10]2)(=O)=O.[CH2:23]([Mg]Br)[CH2:24][CH2:25][CH2:26][CH2:27][CH3:28]>C1COCC1.CN1C(=O)CCC1.CCOCC>[CH2:23]([C:7]1[CH:8]=[C:9]2[C:14](=[CH:15][CH:16]=1)[C:13]([C:17]([O:19][CH3:20])=[O:18])=[CH:12][CH:11]=[CH:10]2)[CH2:24][CH2:25][CH2:26][CH2:27][CH3:28]. Run in CCOCC (Et2O), C1CCOC1 (THF), CN1CCCC1=O (NMP), CCOCC (Et2O). Run at time 30 minute. Reported procedure: In accordance with the procedure of Furstner (Angew. Chem. Int. Ed., 2002, 41, 609-612), a solution of methyl 6-(((trifluoromethyl)sulfonyl)oxy)-1-naphthoate (334 mg, 1.0 mmol) and Fe(acac)3 in THF (6 mL) and NMP (0.56 mL) was treated with n-hexylmagnesium bromide (1.2 mL of a 2.0 M solution in Et2O, 2.4 mmol) at room temperature. After 30 min, the mixture was diluted with Et2O (20 mL) and quenched with 1 N aqueous HCl (5 mL). The phases were separated and the organic phase was washed with water... Isolated yield 76.0%. Yields the product C(CCCCC)C=1C=C2C=CC=C(C2=CC1)C(=O)OC (methyl 6-hexyl-1-naphthoate). Starting materials: C1CCOC1, O=S(=O)(CCl)c1ccc(F)cc1, CN1CCN(c2cc(Cl)ccc2[N+](=O)[O-])CC1. Product: CN1CCN(c2cc(Cl)cc(CS(=O)(=O)c3ccc(F)cc3)c2[N+](=O)[O-])CC1. Reaction SMILES: [CH2:30]1[O:31][CH2:32][CH2:33][CH2:34]1.[Cl:18][CH2:19][S:20](=[O:21])(=[O:22])[c:23]1[cH:24][cH:25][c:26]([F:29])[cH:27][cH:28]1.[Cl:1][c:2]1[cH:3][cH:4][c:5]([N+:15](=[O:16])[O-:17])[c:6]([N:8]2[CH2:9][CH2:10][N:11]([CH3:14])[CH2:12][CH2:13]2)[cH:7]1>>[Cl:1][c:2]1[cH:3][c:4]([CH2:19][S:20](=[O:21])(=[O:22])[c:23]2[cH:24][cH:25][c:26]([F:29])[cH:27][cH:28]2)[c:5]([N+:15](=[O:16])[O-:17])[c:6]([N:8]2[CH2:9][CH2:10][N:11]([CH3:14])[CH2:12][CH2:13]2)[cH:7]1. Reactants: ClC1=C(C=CC(=C1)Cl)CC(=O)O (2,4-dichlorophenyl acetic acid), N1C=C(C2=CC=CC=C12)CC(=O)O (indole-3-acetic acid). Yields the product C1(=CC=CC=C1)CC(=O)OCC (Ethyl phenylacetate). As a reaction SMILES: Cl[C:2]1[CH:7]=[C:6](Cl)[CH:5]=[CH:4][C:3]=1[CH2:9][C:10]([OH:12])=[O:11].N1C2C(=CC=CC=2)[C:15](CC(O)=O)=[CH:14]1>>[C:3]1([CH2:9][C:10]([O:12][CH2:14][CH3:15])=[O:11])[CH:4]=[CH:5][CH:6]=[CH:7][CH:2]=1. Procedure: I-3. Other helper inducers we have so for discovered such as 2,4-dichlorophenyl acetic acid, and indole-3-acetic acid were obtained from Sigma Chemical Company.